This data is from the Open Reaction Database (ORD), a public repository of structured organic reaction records. The task is: describe an organic reaction: reactants, conditions, products, and yield RXN SMILES: [CH2:17]([c:18]1[cH:19][cH:20][cH:21][cH:22][cH:23]1)[I:24].[CH3:25][C:26]#[N:27].[c:1]1([C:7]2=[N:8][CH2:9][CH2:10][c:11]3[cH:12][cH:13][cH:14][cH:15][c:16]32)[cH:2][cH:3][cH:4][cH:5][cH:6]1>>[I-:24].[c:1]1([C:7]2=[N+:8]([CH2:17][c:18]3[cH:19][cH:20][cH:21][cH:22][cH:23]3)[CH2:9][CH2:10][c:11]3[cH:12][cH:13][cH:14][cH:15][c:16]32)[cH:2][cH:3][cH:4][cH:5][cH:6]1. Starting materials: ICc1ccccc1, CC#N, c1ccc(C2=NCCc3ccccc32)cc1. Product: [I-], c1ccc(C[N+]2=C(c3ccccc3)c3ccccc3CC2)cc1.